From a dataset of the Open Reaction Database (ORD), a public repository of structured organic reaction records. describe an organic reaction: reactants, conditions, products, and yield Starting materials: COC(CCNC(C1=CC=C(C=C1)C(C1CCN(CC1)C(=O)C1CC1)NC(=O)NC1=CC=C(C=C1)OC(F)(F)F)=O)=O (3-{4-[1-(1-cyclopropanecarbonylpiperidin-4-yl)-3-(4-trifluoromethoxyphenyl)ureidomethyl]benzoylamino}propionic acid methyl ester), [OH-].[Li+] (lithium hydroxide). The solvent is C(C)O (ethanol), O (water). Run at temperature 50 celsius, time 2 hour. Product: C1(CC1)C(=O)N1CCC(CC1)C(C1=CC=C(C(=O)NCCC(=O)O)C=C1)NC(=O)NC1=CC=C(C=C1)OC(F)(F)F (3-{4-[1-(1-Cyclopropanecarbonylpiperidin-4-yl)-3-(4-trifluoromethoxyphenyl)ureidomethyl]-benzoylamino]propionic Acid). Reaction SMILES: C[O:2][C:3](=[O:42])[CH2:4][CH2:5][NH:6][C:7](=[O:41])[C:8]1[CH:13]=[CH:12][C:11]([CH:14]([NH:26][C:27]([NH:29][C:30]2[CH:35]=[CH:34][C:33]([O:36][C:37]([F:40])([F:39])[F:38])=[CH:32][CH:31]=2)=[O:28])[CH:15]2[CH2:20][CH2:19][N:18]([C:21]([CH:23]3[CH2:25][CH2:24]3)=[O:22])[CH2:17][CH2:16]2)=[CH:10][CH:9]=1.[OH-].[Li+]>C(O)C.O>[CH:23]1([C:21]([N:18]2[CH2:17][CH2:16][CH:15]([CH:14]([NH:26][C:27]([NH:29][C:30]3[CH:31]=[CH:32][C:33]([O:36][C:37]([F:40])([F:38])[F:39])=[CH:34][CH:35]=3)=[O:28])[C:11]3[CH:12]=[CH:13][C:8]([C:7]([NH:6][CH2:5][CH2:4][C:3]([OH:42])=[O:2])=[O:41])=[CH:9][CH:10]=3)[CH2:20][CH2:19]2)=[O:22])[CH2:24][CH2:25]1 |f:1.2|. Procedure details: The above 3-{4-[1-(1-cyclopropanecarbonylpiperidin-4-yl)-3-(4-trifluoromethoxyphenyl)ureidomethyl]benzoylamino}propionic acid methyl ester (0.17 g, 0.28 mmol) was dissolved in 10 mL ethanol and hydrolysed by adding lithium hydroxide (14 mg, 0.56 mmol) dissolved in water (1 mL). The mixture was stirred at 50° C. for 2 hours. The solvent was evaporated and water (25 mL) was added to the mixture followed by HCl (1N) adjusting pH to 3-4 allowing the title compound to be isolated as a precipitate. Reactants: OCCCCCCCCCCCC(=O)O (12-hydroxydodecanoic acid), C(=O)(O)[O-].[Na+] (NaHCO3), O1CCCC=C1 (3,4-dihydro-2H-pyran). The reagents and catalysts are C1(=CC=C(C=C1)S(=O)(=O)O)C (p-toluenesulfonic acid). The solvent is C1CCOC1 (THF). Conditions: time 16 hour. Product: O1C(CCCC1)OCCCCCCCCCCCC(=O)O (12-[(tetrahydro-2H-pyran-2-yl)oxy]-dodecanoic acid). The yield is 93.5%. Reaction SMILES: [OH:1][CH2:2][CH2:3][CH2:4][CH2:5][CH2:6][CH2:7][CH2:8][CH2:9][CH2:10][CH2:11][CH2:12][C:13]([OH:15])=[O:14].[O:16]1[CH:21]=[CH:20][CH2:19][CH2:18][CH2:17]1.C([O-])(O)=O.[Na+]>C1COCC1.C1(C)C=CC(S(O)(=O)=O)=CC=1>[O:16]1[CH2:21][CH2:20][CH2:19][CH2:18][CH:17]1[O:1][CH2:2][CH2:3][CH2:4][CH2:5][CH2:6][CH2:7][CH2:8][CH2:9][CH2:10][CH2:11][CH2:12][C:13]([OH:15])=[O:14] |f:2.3|. Procedure details: To a solution of 12-hydroxydodecanoic acid (10.0 g, 0.046 mol) in 150 mL THF, p-toluenesulfonic acid (0.087 g, 0.01 eq) was added followed by 3,4-dihydro-2H-pyran (5.95 g, 0.070 mol). After stirring this homogeneous reaction mixture for 16 hours at room temperature under a nitrogen atmosphere, NaHCO3 saturated solution was added to the mixture. The mixture was then extracted with methylene chloride, dried (MgSO4), and concentrated in vacuo (30° C.) to yield 13.0 g (0.043 mol, 94%) of the desired... Reactants: C1(CCCC1)N(C(C1=CC(=C(C=C1)Br)C)=O)C1CCCCC1 (4-bromo-3-methyl benzoic acid N-cyclopentyl-N-cyclohexyl amide), COC=1C=C(C=C(C1OC)OC)O (3,4,5-trimethoxy phenol), cuprous oxide. Solvent: N1=C(C=C(C=C1C)C)C (2,4,6-collidine). The product is C1(CCCCC1)N(C(C1=CC(=C(C=C1)OC1=CC(=C(C(=C1)OC)OC)OC)C)=O)C1CCCC1 (N-cyclohexyl-N-cyclopentyl-3-methyl-4-(3,4,5-trimethoxyphenoxy)benzamide). As a reaction SMILES: [CH:1]1([N:6]([CH:17]2[CH2:22][CH2:21][CH2:20][CH2:19][CH2:18]2)[C:7](=[O:16])[C:8]2[CH:13]=[CH:12][C:11](Br)=[C:10]([CH3:15])[CH:9]=2)[CH2:5][CH2:4][CH2:3][CH2:2]1.[CH3:23][O:24][C:25]1[CH:26]=[C:27]([OH:35])[CH:28]=[C:29]([O:33][CH3:34])[C:30]=1[O:31][CH3:32]>N1C(C)=CC(C)=CC=1C>[CH:17]1([N:6]([CH:1]2[CH2:5][CH2:4][CH2:3][CH2:2]2)[C:7](=[O:16])[C:8]2[CH:13]=[CH:12][C:11]([O:35][C:27]3[CH:28]=[C:29]([O:33][CH3:34])[C:30]([O:31][CH3:32])=[C:25]([O:24][CH3:23])[CH:26]=3)=[C:10]([CH3:15])[CH:9]=2)[CH2:22][CH2:21][CH2:20][CH2:19][CH2:18]1. Procedure: The reaction and workup were carried out in the same manner as described in Example 1 using 4-bromo-3-methyl benzoic acid N-cyclopentyl-N-cyclohexyl amide (983 mg, 2.7 mmol), 3,4,5-trimethoxy phenol (983 mg, 2.7 mmol) and cuprous oxide (200 mg, 1.3 mmol) in 2,4,6-collidine (15 ml). The crude product was chromatographed on silica gel using mixtures of ethyl acetate and hexane as eluents to give the title compound as a crystalline solid that could be recrystallized from ethyl acetate and hexane, m... Starting materials: C(C(C)C)OC(=O)NN=CC=1C=C2C(=CNC2=CC1)CCN(C)C (N′-[3-(2-Dimethylamino-ethyl)-1H-indol-5-ylmethylene]-hydrazine-carboxylic acid isobutyl ester). Reagents/catalysts: [Pd] (Pd/C). Solvent: C(C)O (ethanol). Run at temperature 65 celsius, time 21.5 hour. Yields the product C(C(C)C)OC(=O)NNCC=1C=C2C(=CNC2=CC1)CCN(C)C (N′-[3-(2-Dimethylamino-ethyl)-1H-indol-5-ylmethyl]-hydrazinecarboxylic acid isobutyl ester). Reaction SMILES: [CH2:1]([O:5][C:6]([NH:8][N:9]=[CH:10][C:11]1[CH:12]=[C:13]2[C:17](=[CH:18][CH:19]=1)[NH:16][CH:15]=[C:14]2[CH2:20][CH2:21][N:22]([CH3:24])[CH3:23])=[O:7])[CH:2]([CH3:4])[CH3:3]>[Pd].C(O)C>[CH2:1]([O:5][C:6]([NH:8][NH:9][CH2:10][C:11]1[CH:12]=[C:13]2[C:17](=[CH:18][CH:19]=1)[NH:16][CH:15]=[C:14]2[CH2:20][CH2:21][N:22]([CH3:23])[CH3:24])=[O:7])[CH:2]([CH3:4])[CH3:3]. Procedure: A 50 ml pressure vessel is charged with N′-[3-(2-Dimethylamino-ethyl)-1H-indol-5-ylmethylene]-hydrazinecarboxylic acid isobutyl ester (Example 10; 1.76 g, 5.33 mmol), ethanol (25 ml), and the catalyst (5% Pd/C type E-4522, 325 mg). The vessel is sealed, purged with argon (three times and hydrogen (three times), heated in an oil bath to 65° C., and then pressurized with hydrogen (78.4 bar). The stirrer is started (900 rpm), and the hydrogenation allowed to proceed for 21.5 hours. After cooling to... Starting materials: N(=[N+]=[N-])[C@@H]1CCCC2=CC=C(C=C12)F ((R)-1-azido-7-fluoro-1,2,3,4-tetrahydronaphthalene). Reaction conditions: time 8 hour. The reagents and catalysts are [Pd] (Pd/C). The product is FC1=CC=C2CCC[C@H](C2=C1)N ((R)-7-fluoro-1,2,3,4-tetrahydronaphthalen-1-amine). Isolated yield 91.2%. As a reaction SMILES: [N:1]([C@H:4]1[C:13]2[C:8](=[CH:9][CH:10]=[C:11]([F:14])[CH:12]=2)[CH2:7][CH2:6][CH2:5]1)=[N+]=[N-]>CO.[Pd]>[F:14][C:11]1[CH:12]=[C:13]2[C:8]([CH2:7][CH2:6][CH2:5][C@H:4]2[NH2:1])=[CH:9][CH:10]=1. The solvent is CO (methanol). Procedure details: (R)-1-azido-7-fluoro-1,2,3,4-tetrahydronaphthalene (4.85 g) was dissolved in methanol (70 mL) and mixed with Pd/C (10%, wet, 485 mg), applied to Parr apparatus under H2 (35 psi) overnight. The catalyst was removed by filtration and washed twice with MeOH. The filtrate and washings were combined and evaporated under reduced pressure to give a yellow oil product (3.82 g, 91%). 1H NMR (400 MHz, DMSO-d6) δ 7.28 (dd, 1H), 7.06 (t, 1H), 6.91 (m, 1H), 3.74-3.76 (m, 1H), 2.60-2.72 (m, 2H), 2.10 (broad, ... The reactants are OC=1C=C(C=CC1)C=1N=C2C(=NC=NC2=NC1C1=CC(=CC=C1)O)N (6,7-bis(3-hydroxyphenyl)-pteridin-4-ylamine), Cl (HCl), C(C)OCC (diethyl ether). Solvent: CO (MeOH), CO (MeOH). Run at time 5 minute. The product is Cl.OC=1C=C(C=CC1)C=1N=C2C(=NC=NC2=NC1C1=CC(=CC=C1)O)N (6,7-bis(3-hydroxyphenyl)-pteridin-4-ylamine hydrochloride salt). Yield: 94.7%. Reaction SMILES: [OH:1][C:2]1[CH:3]=[C:4]([C:8]2[N:9]=[C:10]3[C:15](=[N:16][C:17]=2[C:18]2[CH:23]=[CH:22][CH:21]=[C:20]([OH:24])[CH:19]=2)[N:14]=[CH:13][N:12]=[C:11]3[NH2:25])[CH:5]=[CH:6][CH:7]=1.[ClH:26].C(OCC)C>CO>[ClH:26].[OH:1][C:2]1[CH:3]=[C:4]([C:8]2[N:9]=[C:10]3[C:15](=[N:16][C:17]=2[C:18]2[CH:23]=[CH:22][CH:21]=[C:20]([OH:24])[CH:19]=2)[N:14]=[CH:13][N:12]=[C:11]3[NH2:25])[CH:5]=[CH:6][CH:7]=1 |f:4.5|. Procedure: 4.4 g (13.27 mmol) of 6,7-bis(3-hydroxyphenyl)-pteridin-4-ylamine was suspended in 35 ml of MeOH. A solution of 2.61 g of aq. HCl (26.55 mmol, 12.1 N) in 5 mL of MeOH was added to the suspension. The reaction mixture became homogeneous within 5 min of stirring. It was left to stir for 30 min and then added dropwise to 400 mL of diethyl ether with vigorous stirring. The resulting precipitate was collected, washed repeatedly with ether and dried in vacuo to give 4.62 g (94.7% yield) of the product... Isolated yield 96.3%. Yields the product C(C=C)C=1C(CC(C1C)NC)=O (2-allyl-3-methyl-4-methylamino-2-cyclopentenone). Reported procedure: 2-Allyl-3-hydroxy-3-methyl-4-cyclopentenone (15.2 g) was dropwise added to a 40% aqueous solution of monomethylamine (60 g) in the same flask as used in Example 1 at a temperature of 10° to 20° C. for 1 hour. At the same temperature, the reaction mixture was kept for 1 hour. After completion of the reaction, monomethylamine and water were evaporated off under reduced pressure. The residue was extracted with dichloromethane, and the solvent was evaporated off from the organic layer to obtain 2-al... Reaction SMILES: [CH2:1]([CH:4]1[C:8](O)([CH3:9])[CH:7]=[CH:6][C:5]1=[O:11])[CH:2]=[CH2:3].[CH3:12][NH2:13]>O>[CH2:1]([C:4]1[C:5](=[O:11])[CH2:6][CH:7]([NH:13][CH3:12])[C:8]=1[CH3:9])[CH:2]=[CH2:3]. Solvent: O (water). Run at time 1 hour. Starting materials: C(C=C)C1C(C=CC1(C)O)=O (2-Allyl-3-hydroxy-3-methyl-4-cyclopentenone), aqueous solution, CN (monomethylamine), CN (monomethylamine).